Dataset: the Open Reaction Database (ORD), a public repository of structured organic reaction records. Task: describe an organic reaction: reactants, conditions, products, and yield The reactants are C(C)(C)(C)[Si](OCCN(CCC1=CNC2=CC=CC=C12)CC1=CC=C(C=C1)C=CC(=O)OC)(C)C (Methyl 3-[4-({[2-(tert-butyl-dimethyl-silanyloxy)-ethyl]-[2-(1H-indol-3-yl)-ethyl]-amino}-methyl)-phenyl]-acrylate), O[Li].O (LiOH.H2O). Run in C1CCOC1 (THF), O (water). The product is C(C)(C)(C)[Si](OCCN(CCC1=CNC2=CC=CC=C12)CC1=CC=C(C=C1)C=CC(=O)O)(C)C (3-[4-({[2-(tert-Butyl-dimethyl-silanyloxy)-ethyl]-[2-(1H-indol-3-yl)-ethyl]-amino}-methyl)-phenyl]-acrylic acid). Yield: 78.8%. As a reaction SMILES: [C:1]([Si:5]([CH3:35])([CH3:34])[O:6][CH2:7][CH2:8][N:9]([CH2:21][C:22]1[CH:27]=[CH:26][C:25]([CH:28]=[CH:29][C:30]([O:32]C)=[O:31])=[CH:24][CH:23]=1)[CH2:10][CH2:11][C:12]1[C:20]2[C:15](=[CH:16][CH:17]=[CH:18][CH:19]=2)[NH:14][CH:13]=1)([CH3:4])([CH3:3])[CH3:2].O[Li].O>C1COCC1.O>[C:1]([Si:5]([CH3:35])([CH3:34])[O:6][CH2:7][CH2:8][N:9]([CH2:21][C:22]1[CH:27]=[CH:26][C:25]([CH:28]=[CH:29][C:30]([OH:32])=[O:31])=[CH:24][CH:23]=1)[CH2:10][CH2:11][C:12]1[C:20]2[C:15](=[CH:16][CH:17]=[CH:18][CH:19]=2)[NH:14][CH:13]=1)([CH3:3])([CH3:4])[CH3:2] |f:1.2|. Reported procedure: To a stirred solution of compound 3 (3.18 g, 6.45 mmol) in THF (40 mL) was added a solution of LiOH.H2O (677 mg, 16.14 mmol) in water (20 mL) at room temperature. After 24 h the reaction mixture was concentrated, diluted with water and acidified with 1N HCl until a pH 5-6. A precipitate was formed which was separated by filtration, rinsed with water and dried to afford the title compound 4 (2.43 g, 5.08 mmol, 79% yield) as an off-white solid. 1H NMR (400 MHz, DMSO-d6) δ(ppm): 12.34 (bs, 1H), 10.... The reactants are FC(F)(F)c1ccc(CBr)o1, Cn1c(=O)oc2cc3c(cc21)OCC31C(=O)Nc2ccccc21, COc1ncc(CCl)cn1, O=C1Nc2ccccc2C12COc1cc3c(cc12)CCO3. Product: Cn1c(=O)oc2cc3c(cc21)OCC31C(=O)N(Cc2ccc(C(F)(F)F)o2)c2ccccc21. As a reaction SMILES: [Br:45][CH2:46][c:47]1[o:48][c:49]([C:52]([F:53])([F:54])[F:55])[cH:50][cH:51]1.[CH3:1][n:2]1[c:3](=[O:23])[o:4][c:5]2[c:6]1[cH:7][c:8]1[c:9]([cH:10]2)[C:11]2([CH2:12][O:13]1)[C:14](=[O:22])[NH:15][c:16]1[cH:17][cH:18][cH:19][cH:20][c:21]12.[Cl:56][CH2:57][c:58]1[cH:59][n:60][c:61]([O:62][CH3:63])[n:64][cH:65]1.[NH:24]1[c:25]2[c:26]([cH:27][cH:28][cH:29][cH:30]2)[C:31]2([CH2:32][O:33][c:34]3[cH:35][c:36]4[c:37]([cH:38][c:39]32)[CH2:40][CH2:41][O:42]4)[C:43]1=[O:44]>>[CH3:1][n:2]1[c:3](=[O:23])[o:4][c:5]2[c:6]1[cH:7][c:8]1[c:9]([cH:10]2)[C:11]2([CH2:12][O:13]1)[C:14](=[O:22])[N:15]([CH2:46][c:47]1[o:48][c:49]([C:52]([F:53])([F:54])[F:55])[cH:50][cH:51]1)[c:16]1[cH:17][cH:18][cH:19][cH:20][c:21]12. Reactants: CN(C)CC1=CNC2=C1C=CC(=C2)[N+](=O)[O-] (6-nitrogramine), C(C)#N (acetonitrile), CI (methyl iodide), [C-]#N.[Na+] (sodium cyanide). The solvent is O (water). Conditions: time 3 hour. Yields the product [N+](=O)([O-])C1=CC=C2C(=CNC2=C1)CC#N ((6-Nitro-1H-indol-3-yl)-acetonitrile). Yield: 70.4%. Reaction SMILES: CN([CH2:4][C:5]1[C:9]2[CH:10]=[CH:11][C:12]([N+:14]([O-:16])=[O:15])=[CH:13][C:8]=2[NH:7][CH:6]=1)C.[C:17](#[N:19])C.CI.[C-]#N.[Na+]>O>[N+:14]([C:12]1[CH:13]=[C:8]2[C:9]([C:5]([CH2:4][C:17]#[N:19])=[CH:6][NH:7]2)=[CH:10][CH:11]=1)([O-:16])=[O:15] |f:3.4|. Reported procedure: To a stirred solution of 44.27 g (0.204 mol) of 6-nitrogramine (12) [Jackson B. Hester J. Org. Chem., 29: 1158 (1964)] in 450 ml of acetonitrile 44.59 g (0.31 mol) of methyl iodide was added at 0-5° C. over a period of an hour. The reaction mixture was stirred at room temperature for three hours, then a solution of 26.6 g (0.543 mol) of sodium cyanide in 225 ml of water added at once. The reaction mixture was heated at 32° C. overnight, cooled to room temperature and the product extracted 3 time...